This data is from the Open Reaction Database (ORD), a public repository of structured organic reaction records. The task is: describe an organic reaction: reactants, conditions, products, and yield The reactants are COC(=O)C1=CC=C2CC(NC2=C1)=O (6-methoxycarbonyl-2-oxindole), COC(C1=CC=CC=C1)(OC)OC (trimethylorthobenzoate), CC(=O)OC(=O)C (acetanhydride). The product is COC(=C1C(NC2=CC(=CC=C12)C(=O)OC)=O)C1=CC=CC=C1 (methyl 3-[methoxy(phenyl)methylene]-2-oxoindoline-6-carboxylate). As a reaction SMILES: [CH3:1][O:2][C:3]([C:5]1[CH:13]=[C:12]2[C:8]([CH2:9][C:10](=[O:14])[NH:11]2)=[CH:7][CH:6]=1)=[O:4].[CH3:15][O:16][C:17](OC)(OC)[C:18]1[CH:23]=[CH:22][CH:21]=[CH:20][CH:19]=1.CC(OC(C)=O)=O>>[CH3:15][O:16][C:17]([C:18]1[CH:23]=[CH:22][CH:21]=[CH:20][CH:19]=1)=[C:9]1[C:8]2[C:12](=[CH:13][C:5]([C:3]([O:2][CH3:1])=[O:4])=[CH:6][CH:7]=2)[NH:11][C:10]1=[O:14]. Procedure: Alternatively, the 6-methoxycarbonyl-2-oxindole may be reacted directly with trimethylorthobenzoate in the presence of acetanhydride to obtain the “enolether” (methyl 3-[methoxy(phenyl)methylene]-2-oxoindoline-6-carboxylate). This alternative embodiment is described in the General Synthesis Scheme as step II′ and may be carried out as described above for step IIb.